Dataset: the Open Reaction Database (ORD), a public repository of structured organic reaction records. Task: describe an organic reaction: reactants, conditions, products, and yield Run in CS(=O)C (dimethylsulfoxide). Reactants: CN(CC(=O)O)C (N,N-dimethylglycine), BrC1=CC=C(C=C1)CN(C(=O)N1CCCC1)C (N-[(4-bromophenyl)methyl]-N-methyl-1-pyrrolidinecarboxamide), FC(C1=NNC=2CCCCC12)(F)F (3-(trifluoromethyl)-4,5,6,7-tetrahydro-1H-indazole), CN(CC(=O)O)C (N,N-dimethylglycine), C([O-])([O-])=O.[K+].[K+] (potassium carbonate). Reported procedure: A mixture of N-[(4-bromophenyl)methyl]-N-methyl-1-pyrrolidinecarboxamide (250 mg, crude), 3-(trifluoromethyl)-4,5,6,7-tetrahydro-1H-indazole (152 mg, 0.8 mmol), N,N-dimethylglycine (20 mol %, 16.5 mg, 0.16 mmol), copper (I) iodide (10 mol %, 15 mg, 0.08 mmol) and potassium carbonate (1.6 mmol, 221 mg) in dimethylsulfoxide (4 ml) was stirred at 190° C. in a microwave reactor for 30 minutes. The reaction mix was treated with fresh N,N-dimethylglycine and copper (I) iodide and heated at 190° C. in ... Yields the product CN(C(=O)N1CCCC1)CC1=CC=C(C=C1)N1N=C(C=2CCCCC12)C(F)(F)F (N-methyl-N-({4-[3-(trifluoromethyl)-4,5,6,7-tetrahydro-1H-indazol-1-yl]phenyl}methyl)-1-pyrrolidinecarboxamide). Isolated yield 3.7%. Reaction conditions: temperature 190 celsius, time 30 minute. Reagents/catalysts: [Cu]I (copper (I) iodide), [Cu]I (copper (I) iodide). As a reaction SMILES: Br[C:2]1[CH:7]=[CH:6][C:5]([CH2:8][N:9]([CH3:17])[C:10]([N:12]2[CH2:16][CH2:15][CH2:14][CH2:13]2)=[O:11])=[CH:4][CH:3]=1.[F:18][C:19]([F:30])([F:29])[C:20]1[C:28]2[CH2:27][CH2:26][CH2:25][CH2:24][C:23]=2[NH:22][N:21]=1.CN(C)CC(O)=O.C(=O)([O-])[O-].[K+].[K+]>CS(C)=O.[Cu]I>[CH3:17][N:9]([CH2:8][C:5]1[CH:6]=[CH:7][C:2]([N:22]2[C:23]3[CH2:24][CH2:25][CH2:26][CH2:27][C:28]=3[C:20]([C:19]([F:18])([F:30])[F:29])=[N:21]2)=[CH:3][CH:4]=1)[C:10]([N:12]1[CH2:16][CH2:15][CH2:14][CH2:13]1)=[O:11] |f:3.4.5|. The reactants are Cc1cc(OCc2ccc(F)cc2F)c(Br)c(=O)n1-c1c(F)cccc1F, CC(Cl)Cl, O=C1CCC(=O)N1I, O=C(O)C(Cl)Cl. Yields the product Cc1c(I)c(OCc2ccc(F)cc2F)c(Br)c(=O)n1-c1c(F)cccc1F. RXN SMILES: [Br:1][c:2]1[c:3](=[O:27])[n:4](-[c:19]2[c:20]([F:26])[cH:21][cH:22][cH:23][c:24]2[F:25])[c:5]([CH3:18])[cH:6][c:7]1[O:8][CH2:9][c:10]1[c:11]([F:17])[cH:12][c:13]([F:16])[cH:14][cH:15]1.[Cl:42][CH:43]([Cl:44])[CH3:45].[I:28][N:29]1[C:30](=[O:31])[CH2:32][CH2:33][C:34]1=[O:35].[OH:36][C:37]([CH:38]([Cl:39])[Cl:40])=[O:41]>>[Br:1][c:2]1[c:3](=[O:27])[n:4](-[c:19]2[c:20]([F:26])[cH:21][cH:22][cH:23][c:24]2[F:25])[c:5]([CH3:18])[c:6]([I:28])[c:7]1[O:8][CH2:9][c:10]1[c:11]([F:17])[cH:12][c:13]([F:16])[cH:14][cH:15]1. Reactants: CCCC(=O)Oc1cc2oc(=O)c(C(=O)NCC(=O)OCc3ccccc3)cc2cc1Cl, CC(=O)O, [H][H], O=c1ccc2ccccc2o1, C1COCCO1. The product is CCCC(=O)Oc1cc2oc(=O)c(C(=O)NCC(=O)O)cc2cc1Cl. RXN SMILES: [C:1]([CH2:2][CH2:3][CH3:4])(=[O:5])[O:6][c:7]1[c:8]([Cl:32])[cH:9][c:10]2[cH:11][c:12]([C:18](=[O:19])[NH:20][CH2:21][C:22](=[O:23])[O:24][CH2:25][c:26]3[cH:27][cH:28][cH:29][cH:30][cH:31]3)[c:13](=[O:17])[o:14][c:15]2[cH:16]1.[CH3:33][C:34](=[O:35])[OH:36].[H:37][H:38].[O:39]=[c:40]1[o:41][c:42]2[c:43]([cH:44][cH:45][cH:46][cH:47]2)[cH:48][cH:49]1.[O:50]1[CH2:51][CH2:52][O:53][CH2:54][CH2:55]1>>[C:1]([CH2:2][CH2:3][CH3:4])(=[O:5])[O:6][c:7]1[c:8]([Cl:32])[cH:9][c:10]2[cH:11][c:12]([C:18](=[O:19])[NH:20][CH2:21][C:22](=[O:23])[OH:24])[c:13](=[O:17])[o:14][c:15]2[cH:16]1. Starting materials: C1(=CC=CC=C1)/C=C/C=1OC=C(N1)COC1=C(C=CC=C1)CCCO (3-[2-[2-[(E)-2-phenylethenyl]-4-oxazolylmethoxy]phenyl]propanol), CS(=O)(=O)Cl (methanesulfonyl chloride). Yields the product CS(=O)(=O)OCCCC1=C(C=CC=C1)OCC=1N=C(OC1)\C=C\C1=CC=CC=C1 (3-[2-[2-[(E)-2-phenylethenyl]-4-oxazolylmethoxy]phenyl]propyl methanesulfonate). Isolated yield 95.0%. As a reaction SMILES: [C:1]1(/[CH:7]=[CH:8]/[C:9]2[O:10][CH:11]=[C:12]([CH2:14][O:15][C:16]3[CH:21]=[CH:20][CH:19]=[CH:18][C:17]=3[CH2:22][CH2:23][CH2:24][OH:25])[N:13]=2)[CH:6]=[CH:5][CH:4]=[CH:3][CH:2]=1.[CH3:26][S:27](Cl)(=[O:29])=[O:28]>>[CH3:26][S:27]([O:25][CH2:24][CH2:23][CH2:22][C:17]1[CH:18]=[CH:19][CH:20]=[CH:21][C:16]=1[O:15][CH2:14][C:12]1[N:13]=[C:9](/[CH:8]=[CH:7]/[C:1]2[CH:2]=[CH:3][CH:4]=[CH:5][CH:6]=2)[O:10][CH:11]=1)(=[O:29])=[O:28]. Procedure: In substantially the same manner as in Reference Example 12, 3-[2-[2-[(E)-2-phenylethenyl]-4-oxazolylmethoxy]phenyl]propanol was allowed to react with methanesulfonyl chloride to give 3-[2-[2-[(E)-2-phenylethenyl]-4-oxazolylmethoxy]phenyl]propyl methanesulfonate. The yield was 95%. Recrystallization from ethyl acetate-hexane gave colorless prisms, mp 93-94° C. Starting materials: [H-].[Na+] (sodium hydride), C([O-])([O-])=O.[K+].[K+] (potassium carbonate), S(=O)(=O)(OC)OC (dimethyl sulphate), OC=1C=C(OC2=C(C=CC=C2)CC(=O)OC)C=CC1 (methyl 2-(3-hydroxyphenoxy)phenylacetate), COC=O (methylformate). Solvent: O (water), O (water), CN(C)C=O (DMF), CN(C)C=O (DMF). Reaction conditions: time 45 minute. Product: OC=1C=C(OC2=C(C=CC=C2)/C(/C(=O)OC)=C\OC)C=CC1 ((E)-methyl 2-[2-(3-hydroxyphenoxy)phenyl]-3-methoxypropenoate). Reaction SMILES: [H-].[Na+].[OH:3][C:4]1[CH:5]=[C:6]([CH:19]=[CH:20][CH:21]=1)[O:7][C:8]1[CH:13]=[CH:12][CH:11]=[CH:10][C:9]=1[CH2:14][C:15]([O:17][CH3:18])=[O:16].[CH3:22][O:23][CH:24]=O.C(=O)([O-])[O-].[K+].[K+].S(OC)(OC)(=O)=O>CN(C=O)C.O>[OH:3][C:4]1[CH:5]=[C:6]([CH:19]=[CH:20][CH:21]=1)[O:7][C:8]1[CH:13]=[CH:12][CH:11]=[CH:10][C:9]=1/[C:14](=[CH:22]\[O:23][CH3:24])/[C:15]([O:17][CH3:18])=[O:16] |f:0.1,4.5.6|. Reported procedure: To a suspension of sodium hydride (0.558 g, 0.023 moles in DMF (20 ml) was added dropwise a solution of methyl 2-(3-hydroxyphenoxy)phenylacetate (D) (2.0 g; 0.0077 mol) in DMF (10 ml) and methylformate (10 g; 0.167 mol). After stirring for 45 minutes, water (100 mls) was added and the mixture was extracted with ether (50 mls). The aqueous layer was acidified with hydrochloric acid to pH 3-4 and the mixture was extracted with ether (2×40 mls). The combined ether extracts were washed with water (3... The reactants are COC1=CC=C(C=C1)C#CC1=CC=C(C=O)C=C1 (4-[(4-methoxyphenyl)-ethynyl]benzaldehyde), NC=1C=CC2=C(OC(OC2=O)(C)C)C1 (7-amino-2,2-dimethyl-4H-1,3-benzodioxin-4-one). The product is COC1=CC=C(C=C1)C#CC1=CC=C(CNC=2C=CC3=C(OC(OC3=O)(C)C)C2)C=C1 (7-({4-[(4-methoxyphenyl)ethynyl]benzyl}amino)-2,2-dimethyl-4H-1,3-benzodioxin-4-one). Reaction SMILES: [CH3:1][O:2][C:3]1[CH:8]=[CH:7][C:6]([C:9]#[C:10][C:11]2[CH:18]=[CH:17][C:14]([CH:15]=O)=[CH:13][CH:12]=2)=[CH:5][CH:4]=1.[NH2:19][C:20]1[CH:21]=[CH:22][C:23]2[C:28](=[O:29])[O:27][C:26]([CH3:31])([CH3:30])[O:25][C:24]=2[CH:32]=1>>[CH3:1][O:2][C:3]1[CH:8]=[CH:7][C:6]([C:9]#[C:10][C:11]2[CH:18]=[CH:17][C:14]([CH2:15][NH:19][C:20]3[CH:21]=[CH:22][C:23]4[C:28](=[O:29])[O:27][C:26]([CH3:30])([CH3:31])[O:25][C:24]=4[CH:32]=3)=[CH:13][CH:12]=2)=[CH:5][CH:4]=1. Procedure: The title compound was prepared following the procedure A using 4-[(4-methoxyphenyl)-ethynyl]benzaldehyde (intermediate which may be obtained according to methods disclosed in EP03103780.7) and 7-amino-2,2-dimethyl-4H-1,3-benzodioxin-4-one as a brown powder (%). 1H NMR (CDCl3) δ 7.70 (d, J=8.7 Hz, 1H), 7.48 (d, J=8.3 Hz, 2H), 7.44 (d, J=8.9 Hz, 2H), 7.28 (d, J=8.1 Hz, 2H), 6.86 (d, J=8.9 Hz, 2H), 6.30 (m, 1H), 6.01 (s, 1H), 4.37 (s, 2H), 3.81 (s, 3H), 1.67 (s, 6H). M+ (ESI): 414.1, M− (ESI): 412... As a reaction SMILES: [O:1]=[CH:2][C:3]1[CH:11]=[CH:10][CH:9]=[C:6]([O:7][CH3:8])[C:4]=1[OH:5].[H-].[Na+].Cl[CH2:15][CH2:16][CH2:17][N:18]1[CH2:23][CH2:22][O:21][CH2:20][CH2:19]1>CN(C)C=O.C1(C)C=CC=CC=1>[CH3:8][O:7][C:6]1[C:4]([O:5][CH2:15][CH2:16][CH2:17][N:18]2[CH2:23][CH2:22][O:21][CH2:20][CH2:19]2)=[C:3]([CH:11]=[CH:10][CH:9]=1)[CH:2]=[O:1] |f:1.2|. Reactants: [H-].[Na+] (sodium hydride), O=CC1=C(O)C(OC)=CC=C1 (o-Vanillin), ClCCCN1CCOCC1 (N-(3-chloropropyl)morpholine). Yields the product COC=1C(=C(C=O)C=CC1)OCCCN1CCOCC1 (3-Methoxy-2-[3-(4-morpholinyl)propoxy]benzaldehyde). Run in C1(=CC=CC=C1)C (toluene), CN(C=O)C (dimethylformamide). Reported procedure: o-Vanillin (30.4 g), dissolved in 160 ml of dimethylformamide, is treated with 9.6 g of 50% sodium hydride, then with 130 ml of 2 N N-(3-chloropropyl)morpholine in toluene following the procedure described in Example 1A, yielding 42.9 g of the title compound, boiling point 178°-183° C. at 0.2-0.3 mm of Hg. Starting materials: C1COC(C)(CCCCl)O1 (5-Chloro-2-pentanone ethylene ketal), [N-]=[N+]=[N-].[Li+] (lithium azide). Solvent: CN(C)C=O (DMF). Run at time 24 hour. The product is N(=[N+]=[N-])CCCC(C)=O (5-azidopentan-2-one). RXN SMILES: C1O[C:4]([CH2:6][CH2:7][CH2:8]Cl)([CH3:5])[O:3]C1.[N-:11]=[N+:12]=[N-:13].[Li+]>CN(C=O)C>[N:11]([CH2:8][CH2:7][CH2:6][C:4](=[O:3])[CH3:5])=[N+:12]=[N-:13] |f:1.2|. Procedure: 5-Chloro-2-pentanone ethylene ketal (5.0 g, 30.4 mmol) was stirred in DMF with lithium azide (5.95 g, 120 mmol) at 60° C. for 48 hrs. The mixture was evaporated to dryness. The product was then dissolved in toluene (50 ml) and washed with water (3×15 ml). The organic phase was evaporated and the resulting 5-azido-2-pentanone ethylene ketal was stirred in 50 ml of 70% trifluoroacetic acid for 24 hrs. The reaction mixture was neutralized with sodium bicarbonate and extracted with ethyl acetate. Th...